This data is from the Open Reaction Database (ORD), a public repository of structured organic reaction records. The task is: describe an organic reaction: reactants, conditions, products, and yield Reported procedure: A solution of 9.5 g of phenyl (4-cyano-3-ethoxy-5-isothiazolyl)carbamate in 45 ml of dimethylformamide was placed in a pressure bottle; and while being stirred, was cooled below 0°. A total of 3.7 g of dimethylamine was collected in a dropping funnel by condensing the gas in a dry-ice trap. The liquified amine was added to the pressure bottle, and the bottle sealed. The contents of the bottle were allowed to warm to ambient temperature, then heated at 80° while being stirred overnight. The bottl... Yields the product CN(C(=O)NC1=C(C(=NS1)OCC)C#N)C (1,1-dimethyl-3-(4-cyano-3-ethoxy-5-isothiazolyl)urea). Reactants: C(#N)C=1C(=NSC1NC(OC1=CC=CC=C1)=O)OCC (phenyl (4-cyano-3-ethoxy-5-isothiazolyl)carbamate), CN(C=O)C (dimethylformamide). As a reaction SMILES: [C:1]([C:3]1[C:4]([O:18][CH2:19][CH3:20])=[N:5][S:6][C:7]=1[NH:8][C:9](=[O:17])OC1C=CC=CC=1)#[N:2].[CH3:21][N:22](C)[CH:23]=O>>[CH3:21][N:22]([CH3:23])[C:9]([NH:8][C:7]1[S:6][N:5]=[C:4]([O:18][CH2:19][CH3:20])[C:3]=1[C:1]#[N:2])=[O:17]. Reactants: ClC=1C=C(N)C=CC1Cl (3,4-Dichloroaniline), S(O)(O)(=O)=O (sulfuric acid). The product is ClC=1C=C(C=CC1Cl)O (3,4-dichlorophenol). As a reaction SMILES: [Cl:1][C:2]1[CH:3]=[C:4]([CH:6]=[CH:7][C:8]=1[Cl:9])N.S(=O)(=O)(O)[OH:11]>>[Cl:1][C:2]1[CH:3]=[C:4]([OH:11])[CH:6]=[CH:7][C:8]=1[Cl:9]. Reported procedure: 3,4-Dichloroaniline was treated with 60% of aqueous sulfuric acid solution which was recovered from Example 5 by a method similar to that described in Example 5. After diazotization, inorganic crystals formed in the diazotization was removed by filtration and the filtrate thus obtained as hydrolyzed and treated by a method similar to those described in Example 5. 32.4 Grams of 3,4-dichlorophenol (118° - 122° C/10 mmHg) was obtained. The yield was found to be 80.5%. Starting materials: C=CCOc1cc([N+](=O)[O-])ccc1OCCCN1CCN(c2cc(=O)n(C)c(=O)n2C)CC1, CO, Cl, O, O, Cc1ccc(S(=O)(=O)O)cc1. Yields the product Cn1c(N2CCN(CCCOc3ccc([N+](=O)[O-])cc3O)CC2)cc(=O)n(C)c1=O. As a reaction SMILES: [CH3:2][n:3]1[c:4](=[O:34])[n:5]([CH3:33])[c:6](=[O:32])[cH:7][c:8]1[N:9]1[CH2:10][CH2:11][N:12]([CH2:15][CH2:16][CH2:17][O:18][c:19]2[c:20]([O:28][CH2:29][CH:30]=[CH2:31])[cH:21][c:22]([N+:25](=[O:26])[O-:27])[cH:23][cH:24]2)[CH2:13][CH2:14]1.[CH3:48][OH:49].[ClH:1].[OH2:35].[OH2:47].[c:36]1([CH3:37])[cH:38][cH:39][c:40]([S:41]([OH:42])(=[O:43])=[O:44])[cH:45][cH:46]1>>[CH3:2][n:3]1[c:4](=[O:34])[n:5]([CH3:33])[c:6](=[O:32])[cH:7][c:8]1[N:9]1[CH2:10][CH2:11][N:12]([CH2:15][CH2:16][CH2:17][O:18][c:19]2[c:20]([OH:28])[cH:21][c:22]([N+:25](=[O:26])[O-:27])[cH:23][cH:24]2)[CH2:13][CH2:14]1. Reactants: NC=1C=CC2=C(B(OC2)O)C1 (6-aminobenzo[c][1,2]oxaborol-1(3H)-ol), N1=CC=CC=C1 (pyridine), C(#N)C1=C(C=CC(=C1)[N+](=O)[O-])S(=O)(=O)Cl (2-cyano-4-nitrobenzene-1-sulfonyl chloride). Run in CC#N.CN(C)C=O (MeCN DMF). Conditions: time 8 hour. Yields the product C(#N)C1=C(C=CC(=C1)[N+](=O)[O-])S(=O)(=O)NC=1C=CC2=C(B(OC2)O)C1 (2-Cyano-N-(1-hydroxy-1,3-dihydrobenzo[c][1,2]oxaborol-6-yl)-4-nitrobenzenesulfonamide). As a reaction SMILES: [NH2:1][C:2]1[CH:3]=[CH:4][C:5]2[CH2:9][O:8][B:7]([OH:10])[C:6]=2[CH:11]=1.N1C=CC=CC=1.[C:18]([C:20]1[CH:25]=[C:24]([N+:26]([O-:28])=[O:27])[CH:23]=[CH:22][C:21]=1[S:29](Cl)(=[O:31])=[O:30])#[N:19]>CC#N.CN(C=O)C>[C:18]([C:20]1[CH:25]=[C:24]([N+:26]([O-:28])=[O:27])[CH:23]=[CH:22][C:21]=1[S:29]([NH:1][C:2]1[CH:3]=[CH:4][C:5]2[CH2:9][O:8][B:7]([OH:10])[C:6]=2[CH:11]=1)(=[O:31])=[O:30])#[N:19] |f:3.4|. Procedure: To a solution of 6-aminobenzo[c][1,2]oxaborol-1(3H)-ol (16.4 g, 0.11 mol) and pyridine (10.3 g, 0.13 mol) in MeCN/DMF (400 mL/100 mL) was added 2-cyano-4-nitrobenzene-1-sulfonyl chloride (24.7 g, 0.1 mol) at 0° C., then the solution was stirred at room temperature overnight. The mixture was concentrated in vacuo, and DCM and water was added to the residue. The organic layer was dried over Na2SO4 and concentrated to give the crude product. Starting materials: N[C@H]1[C@@H](CCCC1)O ((±)-trans-2-Aminocyclohexanol), C(C1=CC=CC=C1)(=O)Cl (Benzoyl chloride), C(Cl)(Cl)Cl (chloroform), C([O-])(O)=O.[Na+] (sodium bicarbonate). The solvent is O (water). Run at time 1 hour. Yields the product C(C1=CC=CC=C1)(=O)N[C@H]1[C@@H](CCCC1)O ((±)-trans-2-Benzamidocyclohexanol). RXN SMILES: [NH2:1][C@@H:2]1[CH2:7][CH2:6][CH2:5][CH2:4][C@H:3]1[OH:8].C(Cl)(Cl)Cl.C(=O)(O)[O-].[Na+].[C:18](Cl)(=[O:25])[C:19]1[CH:24]=[CH:23][CH:22]=[CH:21][CH:20]=1>O>[C:18]([NH:1][C@@H:2]1[CH2:7][CH2:6][CH2:5][CH2:4][C@H:3]1[OH:8])(=[O:25])[C:19]1[CH:24]=[CH:23][CH:22]=[CH:21][CH:20]=1 |f:2.3|. Procedure: (±)-trans-2-Aminocyclohexanol (241 gm) was combined with chloroform (2000 ml), water (2000 ml) and sodium bicarbonate (352 gm) and stirred. Benzoyl chloride (352 gm) was added dropwise to the stirred solution and stirring was continued for 1 hr. The product was filtered and washed with water. The white solid was dried at 80° C. to provide the product (mp 172°-173° C.). Starting materials: [BH3-]C#N, C1CCOC1, CO, O=C(O)c1cc(Cl)ccc1NN=Cc1ccccc1, Cl, [Na+], O. Product: O=C(O)c1cc(Cl)ccc1NNCc1ccccc1. Reaction SMILES: [C:1]([BH3-:2])#[N:3].[CH2:27]1[O:28][CH2:29][CH2:30][CH2:31]1.[CH3:25][OH:26].[CH:5]([c:6]1[cH:7][cH:8][cH:9][cH:10][cH:11]1)=[N:12][NH:13][c:14]1[c:15]([C:16](=[O:17])[OH:18])[cH:19][c:20]([Cl:23])[cH:21][cH:22]1.[ClH:24].[Na+:4].[OH2:32]>>[CH2:5]([c:6]1[cH:7][cH:8][cH:9][cH:10][cH:11]1)[NH:12][NH:13][c:14]1[c:15]([C:16](=[O:17])[OH:18])[cH:19][c:20]([Cl:23])[cH:21][cH:22]1. Reactants: FC1=CC=CC=2CC(OC21)C2(CCN(CC2)C(=O)OC(C)(C)C)O (tert-butyl 4-(7-fluoro-2,3-dihydrobenzofuran-2-yl)-4-hydroxypiperidine-1-carboxylate), Cl (HCl), O1CCOCC1 (dioxane). Run in CO (MeOH). Run at time 5 hour. The product is Cl.FC1=CC=CC=2CC(OC21)C2(CCNCC2)O (4-(7-Fluoro-2,3-dihydrobenzofuran-2-yl)piperidin-4-ol hydrochloride). Isolated yield 100.0%. As a reaction SMILES: [F:1][C:2]1[C:10]2[O:9][CH:8]([C:11]3([OH:24])[CH2:16][CH2:15][N:14](C(OC(C)(C)C)=O)[CH2:13][CH2:12]3)[CH2:7][C:6]=2[CH:5]=[CH:4][CH:3]=1.[ClH:25].O1CCOCC1>CO>[ClH:25].[F:1][C:2]1[C:10]2[O:9][CH:8]([C:11]3([OH:24])[CH2:12][CH2:13][NH:14][CH2:15][CH2:16]3)[CH2:7][C:6]=2[CH:5]=[CH:4][CH:3]=1 |f:4.5|. Reported procedure: To a solution of tert-butyl 4-(7-fluoro-2,3-dihydrobenzofuran-2-yl)-4-hydroxypiperidine-1-carboxylate (0.404 g, 1.197 mmol) in MeOH (7.04 mL) was added HCl in dioxane (4 M, 4.4 mL, 17.48 mmol). Upon completion of addition, the reaction mixture was stirred at room temperature for 5 hours. After this time, the solvent was removed under reduced pressure to afford Compound 1F as a light yellow solid (0.38 g, 100% yield). LC/MS (m/z)=238 (M+H)+.